From a dataset of the Open Reaction Database (ORD), a public repository of structured organic reaction records. describe an organic reaction: reactants, conditions, products, and yield The yield is 79.9%. Starting materials: ClC1=C(C(=CC(=C1)[N+](=O)[O-])Cl)C (1,3-dichloro-2-methyl-5-nitrobenzene), O.O.[Sn](Cl)Cl (tin (II) chloride dihydrate). Solvent: CN(C)C=O (DMF), C(C)(=O)OCC (ethyl acetate). Procedure details: Dissolve 1,3-dichloro-2-methyl-5-nitrobenzene (0.50 g, 2.43 mmol) in DMF and treat with tin (II) chloride dihydrate (2.74 g, 12.1 mmol) in a single portion. Stir the reaction for 1 hour, dilute with ethyl acetate, and filter through celite. Wash the filtrate four times with water and twice with brine, dry over MgSO4, filter and concentrate to a dark oil. Purify the residue by silica gel chromatography eluting with a gradient of 5% to 10% ethyl acetate in hexanes to give 342 mg (80%) of the title... Yields the product ClC=1C=C(N)C=C(C1C)Cl (3,5-dichloro-4-methylaniline). As a reaction SMILES: [Cl:1][C:2]1[CH:7]=[C:6]([N+:8]([O-])=O)[CH:5]=[C:4]([Cl:11])[C:3]=1[CH3:12].O.O.[Sn](Cl)Cl>CN(C=O)C.C(OCC)(=O)C>[Cl:1][C:2]1[CH:7]=[C:6]([CH:5]=[C:4]([Cl:11])[C:3]=1[CH3:12])[NH2:8] |f:1.2.3|.